From a dataset of the Open Reaction Database (ORD), a public repository of structured organic reaction records. describe an organic reaction: reactants, conditions, products, and yield RXN SMILES: Cl.[CH3:2][C:3]1[C:11]2[NH:10][C:9]3[CH2:12][CH2:13][NH:14][CH2:15][C:8]=3[C:7]=2[CH:6]=[CH:5][CH:4]=1.[SiH](CC)(CC)CC>C(O)(C(F)(F)F)=O>[CH3:2][C:3]1[C:11]2[NH:10][C@@H:9]3[CH2:12][CH2:13][NH:14][CH2:15][C@@H:8]3[C:7]=2[CH:6]=[CH:5][CH:4]=1 |f:0.1|. Run at temperature 0 celsius, time 18 hour. Solvent: C(=O)(C(F)(F)F)O (TFA). Procedure details: 6-Methyl-2,3,4,5-tetrahydro-1H-pyrido[4,3-b]indole hydrochloride (36.6 g, 141.2 mmol) was suspended in TFA (200 mL). The mixture was cooled to 0° C. Et3SiH (32.86 g, 282.6 mmol) was added slowly. The reaction was stirred at rt for 18 h. Add hexane (2×300 mL), separate the acid layer, then basified with 50% NaOH until pH=14. Extract reaction with CHCl3 (3×300 mL). The combined organic layers were washed with brine, dried, and concentrated to afford a light brown amorphous solid cis-6-methyl-2,3,4... The yield is 78.0%. Yields the product CC1=CC=CC=2[C@@H]3[C@H](NC12)CCNC3 (cis-6-methyl-2,3,4,4a,5,9b-hexahydro-1H-pyrido[4,3-b]indole). Starting materials: Cl.CC1=CC=CC=2C3=C(NC12)CCNC3 (6-Methyl-2,3,4,5-tetrahydro-1H-pyrido[4,3-b]indole hydrochloride), [SiH](CC)(CC)CC (Et3SiH). Reactants: CCO, O=[N+]([O-])c1ccncc1Nc1cccc(O)c1. The product is Nc1ccncc1Nc1cccc(O)c1. Reaction SMILES: [CH3:18][CH2:19][OH:20].[N+:1]([O-:2])(=[O:3])[c:4]1[c:5]([NH:10][c:11]2[cH:12][c:13]([OH:17])[cH:14][cH:15][cH:16]2)[cH:6][n:7][cH:8][cH:9]1>>[NH2:1][c:4]1[c:5]([NH:10][c:11]2[cH:12][c:13]([OH:17])[cH:14][cH:15][cH:16]2)[cH:6][n:7][cH:8][cH:9]1. Reactants: CC(CC(O)C(Cc1ccccc1)NC(=O)c1cccc(S(C)(=O)=O)c1)C(=O)NCCC(C)(C)C, COc1cc(C(=O)O)cc(S(C)(=O)=O)c1, CC(CC(O)C(N)Cc1ccccc1)C(=O)NC1CC2CCC1C2. The product is COc1cc(C(=O)NC(Cc2ccccc2)C(O)CC(C)C(=O)NC2CC3CCC2C3)cc(S(C)(=O)=O)c1. Reaction SMILES: [CH2:1]([CH:2]([NH:3][C:4](=[O:5])[c:6]1[cH:7][cH:8][cH:9][c:10]([S:11]([CH3:12])(=[O:13])=[O:14])[cH:15]1)[CH:16]([OH:17])[CH2:18][CH:19]([C:20](=[O:21])[NH:22][CH2:23][CH2:24][C:25]([CH3:26])([CH3:27])[CH3:28])[CH3:29])[c:30]1[cH:31][cH:32][cH:33][cH:34][cH:35]1.[CH3:36][O:37][c:38]1[cH:39][c:40]([C:41](=[O:42])[OH:43])[cH:44][c:45]([S:47](=[O:48])(=[O:49])[CH3:50])[cH:46]1.[CH:51]12[CH:52]([NH:58][C:59]([CH:60]([CH2:61][CH:62]([CH:63]([CH2:64][c:65]3[cH:66][cH:67][cH:68][cH:69][cH:70]3)[NH2:71])[OH:72])[CH3:73])=[O:74])[CH2:53][CH:54]([CH2:55][CH2:56]1)[CH2:57]2>>[CH3:36][O:37][c:38]1[cH:39][c:40]([C:41](=[O:43])[NH:71][CH:63]([CH:62]([CH2:61][CH:60]([C:59]([NH:58][CH:52]2[CH:51]3[CH2:56][CH2:55][CH:54]([CH2:53]2)[CH2:57]3)=[O:74])[CH3:73])[OH:72])[CH2:64][c:65]2[cH:66][cH:67][cH:68][cH:69][cH:70]2)[cH:44][c:45]([S:47](=[O:48])(=[O:49])[CH3:50])[cH:46]1. Reactants: [OH-].[Na+] (NaOH), COCCOCCOCC(COCCOCCOC)O (1,3-bis[2-(2-methoxyethoxy)ethoxy]-2-propanol), ClCCOC (2-chloroethylmethylether). Conditions: temperature 60 celsius. Product: COCCOCCOCC(COCCOCCOC)OCCOC (1,3-bis[2-(2-methoxyethoxy)ethoxy]-2-(2-methoxyethoxy)propane). The yield is 84.6%. As a reaction SMILES: [OH-].[Na+].[CH3:3][O:4][CH2:5][CH2:6][O:7][CH2:8][CH2:9][O:10][CH2:11][CH:12]([OH:22])[CH2:13][O:14][CH2:15][CH2:16][O:17][CH2:18][CH2:19][O:20][CH3:21].Cl[CH2:24][CH2:25][O:26][CH3:27]>>[CH3:3][O:4][CH2:5][CH2:6][O:7][CH2:8][CH2:9][O:10][CH2:11][CH:12]([O:22][CH2:24][CH2:25][O:26][CH3:27])[CH2:13][O:14][CH2:15][CH2:16][O:17][CH2:18][CH2:19][O:20][CH3:21] |f:0.1|. Procedure details: 20.4 g (0.51 mol) of NaOH pellets were added to 100 g (0.34 mol) of 1,3-bis[2-(2-methoxyethoxy)ethoxy]-2-propanol resulting from Step 1. 48.2 g (0.51 mol) of 2-chloroethylmethylether was dropwise added in small portions while stirring at 60° C. After the completion of dropwise addition, the mixture was stirred for about 2 hours and a precipitated salt was filtered off, the filtrate was condensed and purified by a vacuum distillation to give 102 g of 1,3-bis[2-(2-methoxyethoxy)ethoxy]-2-(2-methox... Reactants: S(O)(O)(=O)=O (sulfuric acid), FCC(C)C1=CC=C(C=C1)[N+](=O)[O-] (4(fluoromethyl-ethyl)-nitrobenzene), Br(=O)(=O)[O-].[K+] (potassium bromate). The solvent is O (water). Yields the product BrC=1C=C(C=CC1C(C)CF)[N+](=O)[O-] (3-Bromo-4(1-fluoromethyl-ethyl)-nitrobenzene). RXN SMILES: S(=O)(=O)(O)O.[F:6][CH2:7][CH:8]([C:10]1[CH:15]=[CH:14][C:13]([N+:16]([O-:18])=[O:17])=[CH:12][CH:11]=1)[CH3:9].[Br:19]([O-])(=O)=O.[K+]>O>[Br:19][C:11]1[CH:12]=[C:13]([N+:16]([O-:18])=[O:17])[CH:14]=[CH:15][C:10]=1[CH:8]([CH2:7][F:6])[CH3:9] |f:2.3|. Procedure details: To 80 ml of concentrated sulfuric acid, 80 ml of water and 18.3 g (0.1 Mol) of 4(fluoromethyl-ethyl)-nitrobenzene are added portionwise with stirring 18.3 g (0.11 Mol) potassium bromate at such a rate that the temperature does not exceed 35°. Reactants: [H-].[Na+] (sodium hydride), C(#N)C1=CC=C(NS(=O)(=O)C2=CC=C(C=C2)C)C=C1 (4′-cyano-p-toluenesulfonanilide), O (water), S(=O)(=O)(OCC)OCC (diethyl sulfate). Solvent: CN(C)C=O (DMF). The product is C(#N)C1=CC=C(N(S(=O)(=O)C2=CC=C(C=C2)C)CC)C=C1 (4′-Cyano-N-ethyl-p-toluenesulfonanilide). The yield is 88.9%. As a reaction SMILES: [H-].[Na+].[C:3]([C:5]1[CH:21]=[CH:20][C:8]([NH:9][S:10]([C:13]2[CH:18]=[CH:17][C:16]([CH3:19])=[CH:15][CH:14]=2)(=[O:12])=[O:11])=[CH:7][CH:6]=1)#[N:4].S(OCC)(O[CH2:26][CH3:27])(=O)=O.O>CN(C=O)C>[C:3]([C:5]1[CH:21]=[CH:20][C:8]([N:9]([CH2:26][CH3:27])[S:10]([C:13]2[CH:18]=[CH:17][C:16]([CH3:19])=[CH:15][CH:14]=2)(=[O:12])=[O:11])=[CH:7][CH:6]=1)#[N:4] |f:0.1|. Procedure details: To a suspension of sodium hydride (65%, 3.39 g (91.8 mmol)) in DMF (60.0 ml), 4′-cyano-p-toluenesulfonanilide (10.0 g (36.7 mmol)) was added with stirring at room temperature. To the resulting mixture, after stirring for an hour at room temperature, diethyl sulfate (12.0 ml (91.8 mmol)) was added dropwise, and the resulting mixture was heated with stirring at 75° C. for 4 hours. Then, the reaction mixture was allowed to cool to room temperature, poured into water and extracted with ethyl acetate... Reactants: CC1(C=2C=CC(=CC2C(=CC1)C1=CC=C(C=C1)O[Si](C)(C)CC(C)C)C#CC1=CC=C(C(=O)OCC)C=C1)C (ethyl 4-[(5,6-dihydro-5,5-dimethyl-8-(4-((2,2-dimethylethyl)dimethylsiloxy)phenyl)-2-naphthalenyl)ethynyl]benzoate), CC1(C=2C=CC(=CC2C(=CC1)C1=CC=C(C=C1)O[Si](C)(C)CC(C)C)C#CC1=CC=C(C(=O)OCC)C=C1)C (ethyl 4-[(5,6-dihydro-5,5-dimethyl-8-(4-((2,2-dimethylethyl)dimethylsiloxy)phenyl)-2-naphthalenyl)ethynyl]benzoate), CC1(C=2C=CC(=CC2C(=CC1)OS(=O)(=O)C(F)(F)F)C#CC1=CC=C(C(=O)OCC)C=C1)C (ethyl 4-[(5,6-dihydro-5,5-dimethyl-8-(trifluoromethylsulfonyl)oxy-2-naphthalenyl)ethynyl]benzoate), CC1(C=2C=CC(=CC2C(=CC1)OS(=O)(=O)C(F)(F)F)C#CC1=CC=C(C(=O)OCC)C=C1)C (ethyl 4-[(5,6-dihydro-5,5-dimethyl-8-(trifluoromethylsulfonyl)oxy-2-naphthalenyl)ethynyl]benzoate). The product is CC1(C=2C=CC(=CC2C(=CC1)C=1SC=CC1)C#CC1=CC=C(C(=O)OCC)C=C1)C (Ethyl 4-[(5,6-Dihydro-5,5-dimethyl-8-(2-thienyl)-2-naphthalenyl)ethynyl]benzoate). Reaction SMILES: [CH3:1][C:2]1([CH3:39])[CH2:11][CH:10]=[C:9]([C:12]2C=C[C:15](O[Si](CC(C)C)(C)C)=[CH:14][CH:13]=2)[C:8]2[CH:7]=[C:6]([C:26]#[C:27][C:28]3[CH:38]=[CH:37][C:31]([C:32]([O:34][CH2:35][CH3:36])=[O:33])=[CH:30][CH:29]=3)[CH:5]=[CH:4][C:3]1=2.CC1(C)CC=C(O[S:52](C(F)(F)F)(=O)=O)C2C=C(C#CC3C=CC(C(OCC)=O)=CC=3)C=CC1=2>>[CH3:1][C:2]1([CH3:39])[CH2:11][CH:10]=[C:9]([C:12]2[S:52][CH:15]=[CH:14][CH:13]=2)[C:8]2[CH:7]=[C:6]([C:26]#[C:27][C:28]3[CH:38]=[CH:37][C:31]([C:32]([O:34][CH2:35][CH3:36])=[O:33])=[CH:30][CH:29]=3)[CH:5]=[CH:4][C:3]1=2. Procedure: Employing the same general procedure as for the preparation of ethyl 4-[(5,6-dihydro-5,5-dimethyl-8-(4-methylphenyl)-2-naphthalenyl)ethynyl]benzoate (Compound 1), 250.0 mg (0.52 mmol) of ethyl 4-[(5,6-dihydro-5,5-dimethyl-8-(trifluoromethylsulfonyl)oxy-2-naphthalenyl)ethynyl]benzoate (Compound G) was converted into the title compound (colorless solid) using 186.8 mg (1.37 mmol) of zinc chloride 37.1 mg (0.03 mmol) of tetrakis(triphenylphosphine)palladium(0) and 2-lithiothiophene (prepared by the...